Dataset: the Open Reaction Database (ORD), a public repository of structured organic reaction records. Task: describe an organic reaction: reactants, conditions, products, and yield Procedure: The title compound was prepared using the procedure described in Example 89B using 1-[4-(isocyanatomethyl)phenyl]pyrrolidine and 1-methyl-1H-indazol-4-amine instead of 1-bromo-4-(isocyanatomethyl)benzene and the product from Example 89A. NMR (DMSO-d6) δ 8.98 (s, 1H), 8.16 (s, 1H), 7.63 (d, 1H), 7.13 (m, 3H), 7.12 (d, 1H), 6.94 (m, 1H), 6.73 (bs, 2H), 4.23 (s, 2H), 3.99 (s, 3H), 3.24 (m, 4H), 1.98 (m, 4H); MS (ESI) (M+H)+350. Product: CN1N=CC2=C(C=CC=C12)NC(=O)NCC1=CC=C(C=C1)N1CCCC1 (N-(1-methyl-1H-indazol-4-yl)-N′-[4-(1-pyrrolidinyl)benzyl]urea). RXN SMILES: [N:1]([CH2:4][C:5]1[CH:10]=[CH:9][C:8]([N:11]2[CH2:15][CH2:14][CH2:13][CH2:12]2)=[CH:7][CH:6]=1)=[C:2]=[O:3].[CH3:16][N:17]1[C:25]2[CH:24]=[CH:23][CH:22]=[C:21]([NH2:26])[C:20]=2[CH:19]=[N:18]1.N1C2C=CC=C(N)C=2C=N1>>[CH3:16][N:17]1[C:25]2[C:20](=[C:21]([NH:26][C:2]([NH:1][CH2:4][C:5]3[CH:10]=[CH:9][C:8]([N:11]4[CH2:15][CH2:14][CH2:13][CH2:12]4)=[CH:7][CH:6]=3)=[O:3])[CH:22]=[CH:23][CH:24]=2)[CH:19]=[N:18]1. The reactants are N(=C=O)CC1=CC=C(C=C1)N1CCCC1 (1-[4-(isocyanatomethyl)phenyl]pyrrolidine), CN1N=CC=2C(=CC=CC12)N (1-methyl-1H-indazol-4-amine), N1N=CC=2C(=CC=CC12)N (1H-indazol-4-amine). Starting materials: [H-].[Na+] (sodium hydride), C(CC)O (1-Propanol), ClC=1C(=C(C=2N(N1)C(=NN2)N)C)C (6-chloro-7,8-dimethyl-[1,2,4]triazolo[4,3-b]pyridazin-3-ylamine), C(CC)O (1-propanol). Solvent: CN(C)C=O (DMF). Product: CC1=C(C=2N(N=C1OCCC)C(=NN2)N)C (7,8-Dimethyl-6-propoxy-[1,2,4]triazolo[4,3-b]pyridazin-3-ylamine). As a reaction SMILES: [H-].[Na+].Cl[C:4]1[C:5]([CH3:15])=[C:6]([CH3:14])[C:7]2[N:8]([C:10]([NH2:13])=[N:11][N:12]=2)[N:9]=1.[CH2:16]([OH:19])[CH2:17][CH3:18]>CN(C=O)C>[CH3:15][C:5]1[C:4]([O:19][CH2:16][CH2:17][CH3:18])=[N:9][N:8]2[C:10]([NH2:13])=[N:11][N:12]=[C:7]2[C:6]=1[CH3:14] |f:0.1|. Reported procedure: 1-Propanol (28 ml) was deprotonated analogously to W1.056 with sodium hydride (1.3 g) and reacted with 6-chloro-7,8-dimethyl-[1,2,4]triazolo[4,3-b]pyridazin-3-ylamine (W2.006a, 1 g), dissolved in 1-propanol (10 ml) and DMF (10 ml), and worked up. 647 mg of the title compound were isolated in sufficient purity. The reactants are O=C([O-])[O-], COC(=O)c1ccc(Cl)nc1, OB(O)c1cc(F)ccc1O, [K+], [K+], C1COCCO1, O, c1ccc(P(c2ccccc2)(c2ccccc2)[Pd](P(c2ccccc2)(c2ccccc2)c2ccccc2)(P(c2ccccc2)(c2ccccc2)c2ccccc2)P(c2ccccc2)(c2ccccc2)c2ccccc2)cc1. The product is COC(=O)c1ccc(-c2cc(F)ccc2O)nc1. RXN SMILES: [C:23](=[O:24])([O-:25])[O-:26].[Cl:12][c:13]1[n:14][cH:15][c:16]([C:17](=[O:18])[O:19][CH3:20])[cH:21][cH:22]1.[F:1][c:2]1[cH:3][cH:4][c:5]([OH:11])[c:6]([B:8]([OH:9])[OH:10])[cH:7]1.[K+:27].[K+:28].[O:107]1[CH2:108][CH2:109][O:110][CH2:111][CH2:112]1.[OH2:106].[cH:29]1[cH:30][cH:31][c:32]([P:33]([Pd:34]([P:35]([c:36]2[cH:37][cH:38][cH:39][cH:40][cH:41]2)([c:42]2[cH:43][cH:44][cH:45][cH:46][cH:47]2)[c:48]2[cH:49][cH:50][cH:51][cH:52][cH:53]2)([P:54]([c:55]2[cH:56][cH:57][cH:58][cH:59][cH:60]2)([c:61]2[cH:62][cH:63][cH:64][cH:65][cH:66]2)[c:67]2[cH:68][cH:69][cH:70][cH:71][cH:72]2)[P:73]([c:74]2[cH:75][cH:76][cH:77][cH:78][cH:79]2)([c:80]2[cH:81][cH:82][cH:83][cH:84][cH:85]2)[c:86]2[cH:87][cH:88][cH:89][cH:90][cH:91]2)([c:92]2[cH:93][cH:94][cH:95][cH:96][cH:97]2)[c:98]2[cH:99][cH:100][cH:101][cH:102][cH:103]2)[cH:104][cH:105]1>>[F:1][c:2]1[cH:3][cH:4][c:5]([OH:11])[c:6](-[c:13]2[n:14][cH:15][c:16]([C:17](=[O:18])[O:19][CH3:20])[cH:21][cH:22]2)[cH:7]1. The reactants are BrC=1C=C(C=CC1)OC (3-bromoanisole), [Mg] (magnesium), BrC1=NC=CC=C1 (2-bromopyridine), (1,2-bis(diphenylphosphino)ethane)dichloronickel (II), COC=1C=C(C=CC1)[Mg]Br ((3-methoxyphenyl)magnesium bromide), Cl (hydrochloric acid). Solvent: O1CCCC1 (tetrahydrofuran), O1CCCC1 (THF). Run at temperature 50 celsius, time 1 hour. Product: COC=1C=C(C=CC1)C1=NC=CC=C1 (2-(3-methoxyphenyl)pyridine). RXN SMILES: [CH3:1][O:2][C:3]1[CH:4]=[C:5]([Mg]Br)[CH:6]=[CH:7][CH:8]=1.BrC1C=C(OC)C=CC=1.[Mg].Br[C:22]1[CH:27]=[CH:26][CH:25]=[CH:24][N:23]=1.Cl>O1CCCC1>[CH3:1][O:2][C:3]1[CH:4]=[C:5]([C:22]2[CH:27]=[CH:26][CH:25]=[CH:24][N:23]=2)[CH:6]=[CH:7][CH:8]=1. Procedure: That is, as shown in the reaction scheme below, (3-methoxyphenyl)magnesium bromide was synthesized from 22.4 g (120 mmol) of 3-bromoanisole with 3.4 g of magnesium in dry tetrahydrofuran (THF) in an argon stream by a conventional manner. This was slowly added to a dry THF solution of 15.8 g (100 mmol) of 2-bromopyridine and 1.8 g of (1,2-bis(diphenylphosphino)ethane)dichloronickel (II) (Ni(dppe)Cl2) and the mixture was stirred at 50° C. for 1 hour. After adding 250 ml of 5% hydrochloric acid aqu... Reactants: [N+](=O)([O-])C1=CC(=C(C=C1)C)N1C(C=2C(C1=O)=CC(=CC2)C)=O (N-(4-nitro-o-tolyl)-4-methylphthalimide), C(C)O (ethanol), [H][H] (hydrogen). Reagents/catalysts: [Pd] (palladium on charcoal). The solvent is CN(C=O)C (dimethylformamide). Product: NC1=CC(=C(C=C1)C)N1C(C=2C(C1=O)=CC(=CC2)C)=O (N-(4-amino-o-tolyl)-4-methylphthalimide). RXN SMILES: [N+:1]([C:4]1[CH:9]=[CH:8][C:7]([CH3:10])=[C:6]([N:11]2[C:15](=[O:16])[C:14]3=[CH:17][C:18]([CH3:21])=[CH:19][CH:20]=[C:13]3[C:12]2=[O:22])[CH:5]=1)([O-])=O.C(O)C.[H][H]>[Pd].CN(C)C=O>[NH2:1][C:4]1[CH:9]=[CH:8][C:7]([CH3:10])=[C:6]([N:11]2[C:15](=[O:16])[C:14]3=[CH:17][C:18]([CH3:21])=[CH:19][CH:20]=[C:13]3[C:12]2=[O:22])[CH:5]=1. Reported procedure: The mixture of 4.28 g of N-(4-nitro-o-tolyl)-4-methylphthalimide, 200 ml of 95% aqueous ethanol and 0.21 g of 5% palladium on charcoal is hydrogenated at 3.1 atm and 45° until the hydrogen uptake ceases. The resulting suspension is diluted with the minimum amount of dimethylformamide to solubilize the organic material, filtered and evaporated. The residue is taken up in chloroform, the mixture filtered, evaporated and the residue recrystallized from methanol, to yield the N-(4-amino-o-tolyl)-4-m... The reactants are ClC=1N=C(C2=C(N1)C=C(S2)C=C2CCNCC2)N2CCOCC2 (2-chloro-4-morpholin-4-yl-6-piperidin-4-ylidenemethyl-thieno[3,2-d]pyrimidine), C(=O)O (formic acid), C=O (formaldehyde). The solvent is ClCCl (dichloromethane), O (water). Reaction conditions: temperature 60 celsius, time 16 hour. Yields the product ClC=1N=C(C2=C(N1)C=C(S2)C=C2CCN(CC2)C)N2CCOCC2 (2-chloro-6-(1-methyl-piperidin-4-ylidenemethyl)-4-morpholin-4-yl-thieno[3,2-d]pyrimidine). As a reaction SMILES: [Cl:1][C:2]1[N:3]=[C:4]([N:18]2[CH2:23][CH2:22][O:21][CH2:20][CH2:19]2)[C:5]2[S:10][C:9]([CH:11]=[C:12]3[CH2:17][CH2:16][NH:15][CH2:14][CH2:13]3)=[CH:8][C:6]=2[N:7]=1.[CH:24](O)=O.C=O>O.ClCCl>[Cl:1][C:2]1[N:3]=[C:4]([N:18]2[CH2:23][CH2:22][O:21][CH2:20][CH2:19]2)[C:5]2[S:10][C:9]([CH:11]=[C:12]3[CH2:13][CH2:14][N:15]([CH3:24])[CH2:16][CH2:17]3)=[CH:8][C:6]=2[N:7]=1. Reported procedure: To a mixture of 2-chloro-4-morpholin-4-yl-6-piperidin-4-ylidenemethyl-thieno[3,2-d]pyrimidine (500 mg) and formic acid (2.5 mL) at room temperature was added formaldehyde (0.5 mL of a 37 wt % solution in water). The reaction mixture was stirred at 60° C. for 16 h. The mixture was then diluted with dichloromethane (2 mL) and washed with 2 M aqueous sodium hydroxide solution (20 mL) and brine (20 mL), dried (MgSO4), reduced in vacuo and purified by column chromatography to give 2-chloro-6-(1-methy...